describe an organic reaction: reactants, conditions, products, and yield From a dataset of the Open Reaction Database (ORD), a public repository of structured organic reaction records. Starting materials: NC=1C(=NC(=CC1NC)Cl)C#N (3-amino-6-chloro-4-methylamino-pyridine-2-carbonitrile), C(Cl)Cl (DCM). Run in C(C)(=O)O (acetic acid), C(OCC)(OCC)OCC (triethyl orthoformate), C(C)(=O)OCC (ethyl acetate). Reaction conditions: temperature 150 celsius. The product is ClC1=CC2=C(C(=N1)C#N)N=CN2C (6-Chloro-1-methyl-1H-imidazo[4,5-c]pyridine-4-carbonitrile), product. As a reaction SMILES: [NH2:1][C:2]1[C:3]([C:11]#[N:12])=[N:4][C:5]([Cl:10])=[CH:6][C:7]=1[NH:8][CH3:9].[CH2:13](Cl)Cl>C(O)(=O)C.C(OCC)(OCC)OCC.C(OCC)(=O)C>[Cl:10][C:5]1[N:4]=[C:3]([C:11]#[N:12])[C:2]2[N:1]=[CH:9][N:8]([CH3:13])[C:7]=2[CH:6]=1. Reported procedure: The suspension of 3-amino-6-chloro-4-methylamino-pyridine-2-carbonitrile (1.8 g) in DCM (5 ml), acetic acid (1.5 ml) and triethyl orthoformate (10 ml) was heated in microwave at 150° C. for 30 minutes. The mixture was then diluted with ethyl acetate (200 ml), washed with 10% sodium carbonate (100 ml), dried over sodium sulphate, solvent removed under reduced pressure, DCM (5 ml) was then added to the residue, some product crashed out and collected by filtration (0.5 g), the rest was then columne... The reactants are O1CCCC=C1 (3,4-dihydro-2H-pyran), CC=1C=CC(=CC1)S(=O)(=O)O.O (p-TsOH.H2O), solution, ON=C(C(=O)O)CC(C)C (α-hydroxyimino-isocaproic acid), C(=O)(O)[O-].[Na+] (NaHCO3). Solvent: C(Cl)Cl (CH2Cl2). Reaction conditions: time 100 minute. Yields the product O1C(CCCC1)ON=C(C(=O)O)CC(C)C (α-tetrahydropyran-2-yloxyiminoisocaproic acid). The yield is 87.0%. As a reaction SMILES: [O:1]1[CH:6]=[CH:5][CH2:4][CH2:3][CH2:2]1.CC1C=CC(S(O)(=O)=O)=CC=1.O.[OH:19][N:20]=[C:21]([CH2:25][CH:26]([CH3:28])[CH3:27])[C:22]([OH:24])=[O:23].C([O-])(O)=O.[Na+]>C(Cl)Cl>[O:1]1[CH2:2][CH2:3][CH2:4][CH2:5][CH:6]1[O:19][N:20]=[C:21]([CH2:25][CH:26]([CH3:28])[CH3:27])[C:22]([OH:24])=[O:23] |f:1.2,4.5|. Procedure: 9.6 Milliliters of 3,4-dihydro-2H-pyran and 0.29 g of p-TsOH.H2O were added to 50 ml of a solution of 4.35 g of α-hydroxyimino-isocaproic acid dissolved in dry CH2Cl2. The mixture was stirred for 100 minutes at room temperature. The reaction mixture was added to an aqueous solution saturated with NaHCO3 with ice cooling, and subjected to phase separation. An aqueous solution saturated with NaHCO3 was covered with ethyl acetate, then concentrated hydrochloric acid was added thereto, with stirring... The reactants are FC(C(=O)O)(F)F (trifluoroacetic acid), O1C(OCC1)CN1C(C=CC=2C(=CC(=CC12)OC)C(=O)OC)=O (methyl 1-(1,3-dioxolan-2-ylmethyl)-7-methoxy-2-oxo-1,2-dihydroquinoline-5-carboxylate). Run at time 8 hour. The product is COC=1C=C(C=2C=CC(N(C2C1)CC=O)=O)C(=O)OC (methyl 7-methoxy-2-oxo-1-(2-oxoethyl)-1,2-dihydroquinoline-5-carboxylate). As a reaction SMILES: FC(F)(F)C(O)=O.[O:8]1CCO[CH:9]1[CH2:13][N:14]1[C:23]2[CH:22]=[C:21]([O:24][CH3:25])[CH:20]=[C:19]([C:26]([O:28][CH3:29])=[O:27])[C:18]=2[CH:17]=[CH:16][C:15]1=[O:30]>>[CH3:25][O:24][C:21]1[CH:20]=[C:19]([C:26]([O:28][CH3:29])=[O:27])[C:18]2[CH:17]=[CH:16][C:15](=[O:30])[N:14]([CH2:13][CH:9]=[O:8])[C:23]=2[CH:22]=1. Procedure details: Into 5 mL of a 90% aqueous trifluoroacetic acid solution, 350 mg of methyl 1-(1,3-dioxolan-2-ylmethyl)-7-methoxy-2-oxo-1,2-dihydroquinoline-5-carboxylate was dissolved, and the mixture was stirred at room temperature overnight. The solvent was removed under reduced pressure, and the resultant solution was alkalified with an aqueous saturated sodium hydrogen carbonate solution, and then extracted with ethyl acetate. The organic layer was washed sequentially with water and an aqueous saturated sod... The reagents and catalysts are CN(C1=CC=NC=C1)C (4-Dimethylaminopyridine). Solvent: C(Cl)Cl (CH2Cl2), Cl (HCl). Product: C(C)OC(CN(C1CCCC1)C([C@@H](NC(=O)OCC1=CC=CC=C1)C(C)C)=O)=O (N-CBZ-L-Valyl-N-(cyclopentyl)glycine ethyl ester). Reactants: C(C)(=O)OCC (ethyl acetate), C(C)OC(CNC1CCCC1)=O (ethyl-N-(cyclopentyl)glycinate), C(=O)(OCC1=CC=CC=C1)N[C@@H](C(C)C)C(=O)O (CBZ-L-Valine). Reaction SMILES: [C:1]([NH:11][C@H:12]([C:16]([OH:18])=O)[CH:13]([CH3:15])[CH3:14])([O:3][CH2:4][C:5]1[CH:10]=[CH:9][CH:8]=[CH:7][CH:6]=1)=[O:2].[CH2:19]([O:21][C:22](=[O:30])[CH2:23][NH:24][CH:25]1[CH2:29][CH2:28][CH2:27][CH2:26]1)[CH3:20].C(OCC)(=O)C>C(Cl)Cl.CN(C)C1C=CN=CC=1.Cl>[CH2:19]([O:21][C:22](=[O:30])[CH2:23][N:24]([C:16](=[O:18])[C@H:12]([CH:13]([CH3:14])[CH3:15])[NH:11][C:1]([O:3][CH2:4][C:5]1[CH:6]=[CH:7][CH:8]=[CH:9][CH:10]=1)=[O:2])[CH:25]1[CH2:29][CH2:28][CH2:27][CH2:26]1)[CH3:20]. Procedure details: CBZ-L-Valine (15.1 g, 0.06 mol) was dissolved in CH2Cl2 (250 mL) and the following reagents were added in equal molar amounts in the stated order; 4-Dimethylaminopyridine (DMAP), ethyl-N-(cyclopentyl)glycinate and WSCDI. The reaction mixture was allowed to stir at room temperature over night. Evaporation of the solvent yielded a viscous semisolid which was treated with ethyl acetate and then diluted with HCl (4:1) and separated. The organic extract was washed with 1N HCl followed by 5% aqueous N... The reactants are C(C(=O)Cl)(=O)Cl (oxalyl chloride), N1=CC=CC=C1 (pyridine), ClC=1C=C(C=CC1Cl)CC(=O)O (3,4-dichlorophenylacetic acid), Cl.CNOC (N,O-dimethylhydroxylamine hydrochloride). The reagents and catalysts are CN(C=O)C (N,N-dimethylformamide). Run in O (water), C(Cl)Cl (methylene chloride). Reaction conditions: time 18 hour. Product: CON(C(CC1=CC(=C(C=C1)Cl)Cl)=O)C (N-methoxy-N-methyl-3,4-dichlorophenylacetamide). The yield is 79.8%. Reaction SMILES: [Cl:1][C:2]1[CH:3]=[C:4]([CH2:9][C:10]([OH:12])=O)[CH:5]=[CH:6][C:7]=1[Cl:8].C(Cl)(=O)C(Cl)=O.Cl.[CH3:20][NH:21][O:22][CH3:23].N1C=CC=CC=1>C(Cl)Cl.CN(C)C=O.O>[CH3:23][O:22][N:21]([CH3:20])[C:10](=[O:12])[CH2:9][C:4]1[CH:5]=[CH:6][C:7]([Cl:8])=[C:2]([Cl:1])[CH:3]=1 |f:2.3|. Procedure details: A solution of 20.3 grams (0.098 mole) of 3,4-dichlorophenylacetic acid in 200 mL of methylene chloride was stirred, and 10.7 mL (0.124 mole) of oxalyl chloride was added in one portion, followed by 6 drops of N,N-dimethylformamide. Upon completion of addition, the reaction mixture was stirred at ambient temperature for about 18 hours. After this time, 12.0 grams (0.123 mole) of N,O-dimethylhydroxylamine hydrochloride was added in one portion. The reaction mixture was then cooled to 0° C., and 35... Starting materials: C(Cl)(Cl)Cl.CO.N (chloroform methanol ammonia), FC(CN=C(NC=1SC=C(N1)CCCCN)N)(F)F (2-[2-(2,2,2-trifluoroethyl)guanidino]-4-(4-aminobutyl)thiazole), ClC1=CC=C(CC=2C(NC(=NC2)SC)=O)C=C1 (5-(4-chlorobenzyl)-2-methylthiopyrimid-4-one), C(\C=C/C(=O)O)(=O)O (maleic acid). Solvent: CC(=O)C (acetone), CC(=O)C (acetone). The product is maleate salt, ClC1=CC=C(CC=2C(NC(=NC2)NCCCCC=2N=C(SC2)NC(=NCC(F)(F)F)N)=O)C=C1 (5-(4-chlorobenzyl)-2-{4-[2-(2,2,2-trifluoroethyl)guanidinothiazol-4-yl]butylamino}pyrimid-4-one). RXN SMILES: [F:1][C:2]([F:19])([F:18])[CH2:3][N:4]=[C:5]([NH2:17])[NH:6][C:7]1[S:8][CH:9]=[C:10]([CH2:12][CH2:13][CH2:14][CH2:15][NH2:16])[N:11]=1.[Cl:20][C:21]1[CH:36]=[CH:35][C:24]([CH2:25][C:26]2[C:27](=[O:34])[NH:28][C:29](SC)=[N:30][CH:31]=2)=[CH:23][CH:22]=1.C(Cl)(Cl)Cl.CO.N.C(O)(=O)/C=C\C(O)=O>CC(C)=O>[Cl:20][C:21]1[CH:22]=[CH:23][C:24]([CH2:25][C:26]2[C:27](=[O:34])[NH:28][C:29]([NH:16][CH2:15][CH2:14][CH2:13][CH2:12][C:10]3[N:11]=[C:7]([NH:6][C:5]([NH2:17])=[N:4][CH2:3][C:2]([F:1])([F:18])[F:19])[S:8][CH:9]=3)=[N:30][CH:31]=2)=[CH:35][CH:36]=1 |f:2.3.4|. Procedure: An intimate mixture of 2-[2-(2,2,2-trifluoroethyl)guanidino]-4-(4-aminobutyl)thiazole (0.39 g.) and 5-(4-chlorobenzyl)-2-methylthiopyrimid-4-one (0.39 g.) was heated at 150°-160° for 20 min. during which time effervescence occurred. The residue obtained on cooling was subjected to preparative thin layer chromatography using chloroform/methanol/ammonia 90:10:0.5 v/v/v for development. The appropriate zone of the chromatogram was isolated and extracted with hot ethanol/chloroform (50:50 v/v; 200 m... Starting materials: O[C@](CCC=1C(C(=C(C(C1C)=O)C)C)=O)(C#C)C ((R)-2-[3-hydroxy-3-methyl-4-pentynyl]-3,5,6-trimethyl-2,5-cyclohexadiene-1,4-dione), ether-hexane. Run in C(C)O (C2H5OH). The product is C(C)(=O)OC1=C(C(=C(C(=C1C)C)OC(C)=O)C)CC[C@](C#C)(O)C ((R)-(-)-5-[2,5-Bis(acetyloxy)-3,4,6-trimethylphenyl]-3-methyl-1-pentyn-3-ol). RXN SMILES: [OH:1][C@@:2]([CH3:18])([C:16]#[CH:17])[CH2:3][CH2:4][C:5]1[C:6](=[O:15])[C:7]([CH3:14])=[C:8]([CH3:13])[C:9](=[O:12])[C:10]=1[CH3:11]>C(O)C>[C:2]([O:15][C:6]1[C:7]([CH3:14])=[C:8]([CH3:13])[C:9]([O:12][C:9](=[O:12])[CH3:8])=[C:10]([CH3:11])[C:5]=1[CH2:4][CH2:3][C@@:2]([CH3:18])([OH:1])[C:16]#[CH:17])(=[O:1])[CH3:3]. Procedure details: By the same procedure described in Example 17, the title compound was prepared form (R)-2-[3-hydroxy-3-methyl-4-pentynyl]-3,5,6-trimethyl-2,5-cyclohexadiene-1,4-dione. mp 100°-103° C. (from ether-hexane): [α]D25 30 14.38° (C2H5OH): [α]D25 31 17.38° The reactants are O=C1CCC2(CC1)OCCO2, ClCCl, C[S+](C)C, [Na+], [OH-], COS(=O)(=O)[O-]. Yields the product C1COC2(CCC3(CC2)CO3)O1. RXN SMILES: [CH2:1]1[CH2:2][O:3][C:4]2([CH2:5][CH2:6][C:7](=[O:10])[CH2:8][CH2:9]2)[O:11]1.[CH2:24]([Cl:25])[Cl:26].[CH3:18][S+:19]([CH3:20])[CH3:21].[Na+:23].[OH-:22].[S:12]([O-:13])([O:14][CH3:16])(=[O:15])=[O:17]>>[CH2:1]1[CH2:2][O:3][C:4]2([CH2:5][CH2:6][C:7]3([CH2:8][CH2:9]2)[O:10][CH2:16]3)[O:11]1. The reactants are OC1=NNC=C1C(=O)OCC (ethyl 3-hydroxy-1H-pyrazole-4-carboxylate). Solvent: [OH-].[Na+] (NaOH), CCO (EtOH). The product is OC1=NNC=C1C(=O)O (3-hydroxy-1H-pyrazole-4-carboxylic acid). The yield is 89.8%. Reaction SMILES: [OH:1][C:2]1[C:6]([C:7]([O:9]CC)=[O:8])=[CH:5][NH:4][N:3]=1>[OH-].[Na+].CCO>[OH:1][C:2]1[C:6]([C:7]([OH:9])=[O:8])=[CH:5][NH:4][N:3]=1 |f:1.2|. Procedure: A solution of ethyl 3-hydroxy-1H-pyrazole-4-carboxylate (625 mg, 4.00 mmol) in 10% NaOH (aq) (20 mL) and EtOH (10 mL) was heated under reflux for 20 h. EtOH was removed under reduced pressure. The residue was diluted with 10 mL of H2O and acidified with 4 N HCl. The precipitates were filtered to afford the titled compound as a white solid (460 mg), which was used without further purification. The reactants are CC1(OC2=C(C3=C1SCC3)C(=CC(=C2)C(C)C(CCCCC)C)O)C (1,2-dihydro-4,4-dimethyl-9-hydroxy-7-(3-methyl-2-octyl)-4H-thieno[2,3-c][1]benzopyran), CI (methyl iodide), [O-]CC.[Na+] (sodium ethoxide). Product: CC1(OC2=C(C3=C1SCC3)C(=CC(=C2)C(C)C(CCCCC)C)OC)C (1,2-dihydro-4,4-dimethyl-9-methoxy-7-(3-methyl-2-octyl)-4H-thieno[2,3-c][1]benzopyran). As a reaction SMILES: [CH3:1][C:2]1([CH3:25])[C:7]2[S:8][CH2:9][CH2:10][C:6]=2[C:5]2[C:11]([OH:24])=[CH:12][C:13]([CH:15]([CH:17]([CH3:23])[CH2:18][CH2:19][CH2:20][CH2:21][CH3:22])[CH3:16])=[CH:14][C:4]=2[O:3]1.CI.[O-][CH2:29]C.[Na+]>>[CH3:25][C:2]1([CH3:1])[C:7]2[S:8][CH2:9][CH2:10][C:6]=2[C:5]2[C:11]([O:24][CH3:29])=[CH:12][C:13]([CH:15]([CH:17]([CH3:23])[CH2:18][CH2:19][CH2:20][CH2:21][CH3:22])[CH3:16])=[CH:14][C:4]=2[O:3]1 |f:2.3|. Procedure details: By reacting 1,2-dihydro-4,4-dimethyl-9-hydroxy-7-(3-methyl-2-octyl)-4H-thieno[2,3-c][1]benzopyran with methyl iodide in the presence of sodium ethoxide, there is obtained 1,2-dihydro-4,4-dimethyl-9-methoxy-7-(3-methyl-2-octyl)-4H-thieno[2,3-c][1]benzopyran.